This data is from the Open Reaction Database (ORD), a public repository of structured organic reaction records. The task is: describe an organic reaction: reactants, conditions, products, and yield Reactants: Br.NC=1N=C(SC1)Br (4-Amino-2-bromothiazole hydrobromide), N1=CC=CC=C1 (pyridine), C(C)(=O)[O-].[Na+] (sodium acetate). The solvent is C(C)(=O)OC(C)=O (acetic anhydride). Reaction conditions: temperature 0 celsius, time 2 hour. The product is C(C)(=O)NC=1N=C(SC1)Br (4-Acetamido-2-bromothiazole). The yield is 80.0%. RXN SMILES: Br.[NH2:2][C:3]1[N:4]=[C:5]([Br:8])[S:6][CH:7]=1.N1C=CC=CC=1.[C:15]([O-])(=[O:17])[CH3:16].[Na+]>C(OC(=O)C)(=O)C>[C:15]([NH:2][C:3]1[N:4]=[C:5]([Br:8])[S:6][CH:7]=1)(=[O:17])[CH3:16] |f:0.1,3.4|. Procedure: 4-Amino-2-bromothiazole hydrobromide (52 g, 0.2 m) was suspended in acetic anhydride (200 ml) then treated dropwise with pyridine (100 ml), maintaining the temperature at 0° C. by means of an ice bath. After the addition was complete, the reaction mixture was stirred for 2 h. at room temperature then poured onto 20% aqueous sodium acetate (2 l). The solution was cooled, filtered and the precipitate washed with water (2×200 ml.). The product was air dried and recrystallised from acetone to give t... Reactants: COC(=O)C1=NC=C(N=C1N)OC (3-amino-5-methoxy-pyrazine-2-carboxylic acid methyl ester), [OH-].[Na+] (sodium hydroxide), Cl (HCl), C1(=CC=CC=C1)C (toluene). Run in C1CCOC1 (THF). Reaction conditions: time 29 hour. Yields the product NC=1C(=NC=C(N1)OC)C(=O)O (3-Amino-5-methoxy-pyrazine-2-carboxylic acid), [Cl-].[Na+] (sodium chloride). As a reaction SMILES: C[O:2][C:3]([C:5]1[C:10]([NH2:11])=[N:9][C:8]([O:12][CH3:13])=[CH:7][N:6]=1)=[O:4].[OH-].[Na+:15].[ClH:16].C1(C)C=CC=CC=1>C1COCC1>[NH2:11][C:10]1[C:5]([C:3]([OH:4])=[O:2])=[N:6][CH:7]=[C:8]([O:12][CH3:13])[N:9]=1.[Cl-:16].[Na+:15] |f:1.2,7.8|. Reported procedure: To a solution of 200 mg (1.092 mmol) 3-amino-5-methoxy-pyrazine-2-carboxylic acid methyl ester in 4 ml THF was added 1.20 ml (1.20 mmol) 1N sodium hydroxide and the mixture was stirred at room temperature for 29 h. To the mixture were added 1.09 ml (1.09 mmol) 1N HCl after stirring for 5 min toluene was added and the solvents were evaporated to provide the title compound together with sodium chloride as colorless solid. The mixture was used for coupling reactions without further purification. Reaction conditions: time 10 hour. The product is N([C@@H](C(C)C)C(=O)N[C@@H](CC1=CC=C(C=C1)O)C(=O)N[C@@H](CCCCNC(=O)OC(C)(C)C)C(=O)OC)C(=O)OCC1=CC=CC=C1 (Z-Val-Tyr-Lys(Boc)-OMe). The solvent is CN(C)C=O (DMF), O (H2O), CN(C)C=O (DMF). Reaction SMILES: [NH:1]([C:21]([O:23][CH2:24][C:25]1[CH:30]=[CH:29][CH:28]=[CH:27][CH:26]=1)=[O:22])[C@H:2]([C:6]([NH:8][C@H:9]([C:18](O)=[O:19])[CH2:10][C:11]1[CH:16]=[CH:15][C:14]([OH:17])=[CH:13][CH:12]=1)=[O:7])[CH:3]([CH3:5])[CH3:4].C1C=CC2N(O)N=NC=2C=1.[NH2:41][C@H:42]([C:55]([O:57][CH3:58])=[O:56])[CH2:43][CH2:44][CH2:45][CH2:46][NH:47][C:48]([O:50][C:51]([CH3:54])([CH3:53])[CH3:52])=[O:49].C1CCC(N=C=NC2CCCCC2)CC1>CN(C=O)C.O>[NH:1]([C:21]([O:23][CH2:24][C:25]1[CH:30]=[CH:29][CH:28]=[CH:27][CH:26]=1)=[O:22])[C@H:2]([C:6]([NH:8][C@H:9]([C:18]([NH:41][C@H:42]([C:55]([O:57][CH3:58])=[O:56])[CH2:43][CH2:44][CH2:45][CH2:46][NH:47][C:48]([O:50][C:51]([CH3:53])([CH3:52])[CH3:54])=[O:49])=[O:19])[CH2:10][C:11]1[CH:16]=[CH:15][C:14]([OH:17])=[CH:13][CH:12]=1)=[O:7])[CH:3]([CH3:5])[CH3:4]. Procedure: 13.8 g of Z-Val-Tyr-OH [R. Schwyzer et al., Helv. Chim. acta. 41, 1273 (1958)] and 5.1 g of HOBt×H2O are dissolved in 100 ml of DMF and there is added thereto the above solution of H-Lys(Boc)-OMe in a small amount of DMF. The whole is cooled to 0°, 7.6 g of DCCI are added and the whole is stirred for 6 hours at 0° and for 10 hours at room temperature. The DCH which has separated out is filtered off and the filtrate is concentrated to dryness. Purification is carried out by triturating with diiso... Reactants: N([C@@H](C(C)C)C(=O)N[C@@H](CC1=CC=C(C=C1)O)C(=O)O)C(=O)OCC1=CC=CC=C1 (Z-Val-Tyr-OH), C=1C=CC2=C(C1)N=NN2O (HOBt), C1CCC(CC1)N=C=NC2CCCCC2 (DCCI), N[C@@H](CCCCNC(=O)OC(C)(C)C)C(=O)OC (H-Lys(Boc)-OMe). Run in C(C)(=O)O (acetic acid), O (water), O (water). Product: [N+](=O)([O-])C1=CC=C(C=2N=CC=NC12)C#N (8-Nitro-quinoxaline-5-carbonitrile). Yield: 70.0%. Reaction SMILES: [NH2:1][C:2]1[C:9]([NH2:10])=[C:8]([N+:11]([O-:13])=[O:12])[CH:7]=[CH:6][C:3]=1[C:4]#[N:5].[CH:14]([CH:16]=O)=O.[OH-].[NH4+]>O.C(O)(=O)C>[N+:11]([C:8]1[C:9]2[N:10]=[CH:16][CH:14]=[N:1][C:2]=2[C:3]([C:4]#[N:5])=[CH:6][CH:7]=1)([O-:13])=[O:12] |f:2.3|. Procedure: 2,3-Diamino-4-nitro-benzonitrile (0.050 g, 0.28 mmol, as prepared in WO98/32439) was added to solution of glyoxal (40% in water, 0.032 m]L, 0.28 mmol) in acetic acid (0.75 mL) and stirred at 22° C. for 3 h. The reaction was cooled to 0° C. and water (2.0 mL) was added and the pH was adjusted to 9.0 by addition of ammonium hydroxide which caused the product to precipitate. The mixture was then filtered and rinsed with cold water. Drying in vacuo gave 0.039 g (70%) of compound 468A as an orange so... Conditions: temperature 0 celsius. The reactants are [OH-].[NH4+] (ammonium hydroxide), NC1=C(C#N)C=CC(=C1N)[N+](=O)[O-] (2,3-Diamino-4-nitro-benzonitrile), C(=O)C=O (glyoxal).